From a dataset of the Open Reaction Database (ORD), a public repository of structured organic reaction records. describe an organic reaction: reactants, conditions, products, and yield Starting materials: BrC=1C=C(C=C(C1)Cl)C(=O)NC=1OC(=NN1)C=1OC=CC1 (3-bromo-5-chloro-N-[5-(2-furyl)-1,3,4-oxadiazol-2-yl]benzenecarboxamide), C(C)C1=CC=C(C=C1)C1=CC=C(C=C1)B(O)O (4′-ethyl-4-biphenylboronic acid). The product is ClC=1C=C(C=C(C1)C1=CC=C(C=C1)C1=CC=C(C=C1)CC)C(=O)NC=1OC(=NN1)C=1OC=CC1 (5-Chloro-4″-ethyl-N-[5-(2-furyl)-1,3,4-oxadiazol-2-yl]-3-(p-terphenyl)carboxamide). Reaction SMILES: Br[C:2]1[CH:3]=[C:4]([C:9]([NH:11][C:12]2[O:13][C:14]([C:17]3[O:18][CH:19]=[CH:20][CH:21]=3)=[N:15][N:16]=2)=[O:10])[CH:5]=[C:6]([Cl:8])[CH:7]=1.[CH2:22]([C:24]1[CH:29]=[CH:28][C:27]([C:30]2[CH:35]=[CH:34][C:33](B(O)O)=[CH:32][CH:31]=2)=[CH:26][CH:25]=1)[CH3:23]>>[Cl:8][C:6]1[CH:5]=[C:4]([C:9]([NH:11][C:12]2[O:13][C:14]([C:17]3[O:18][CH:19]=[CH:20][CH:21]=3)=[N:15][N:16]=2)=[O:10])[CH:3]=[C:2]([C:33]2[CH:34]=[CH:35][C:30]([C:27]3[CH:26]=[CH:25][C:24]([CH2:22][CH3:23])=[CH:29][CH:28]=3)=[CH:31][CH:32]=2)[CH:7]=1. Procedure details: The title compound was synthesized in accordance with the synthesis method of compound Ia-50, using 3-bromo-5-chloro-N-[5-(2-furyl)-1,3,4-oxadiazol-2-yl]benzenecarboxamide prepared in Reference Example 36 instead of compound Ia-50 and using commercially available 4′-ethyl-4-biphenylboronic acid instead of 1-methyl-5-indoleboronic acid pinacol ester. Reactants: COC(CC(CCC)C1=C(C=CC=C1)C)=O (3-o-tolyl-hexanoic acid methyl ester), [OH-].[K+] (KOH). Solvent: O (H2O), CO (methanol). The product is C1(=C(C=CC=C1)C(CC(=O)O)CCC)C (3-o-tolyl-hexanoic acid). As a reaction SMILES: C[O:2][C:3](=[O:16])[CH2:4][CH:5]([C:9]1[CH:14]=[CH:13][CH:12]=[CH:11][C:10]=1[CH3:15])[CH2:6][CH2:7][CH3:8].[OH-].[K+]>CO.O>[C:10]1([CH3:15])[CH:11]=[CH:12][CH:13]=[CH:14][C:9]=1[CH:5]([CH2:6][CH2:7][CH3:8])[CH2:4][C:3]([OH:16])=[O:2] |f:1.2|. Reported procedure: 32 g of 3-o-tolyl-hexanoic acid methyl ester obtained from step (b) in 200 ml methanol are boiled under reflux with 9.8 g KOH in 20 ml H2O for 2 hours. Isolation of the acid product yields 3-o-tolyl-hexanoic acid as an oil. Starting materials: CCCCCCCCC1CO1, CC(C)=O, O=S(=O)(O)O. Yields the product CCCCCCCCC(O)CO. As a reaction SMILES: [CH2:5]1[CH:6]([CH2:7][CH2:8][CH2:9][CH2:10][CH2:11][CH2:12][CH2:13][CH3:14])[O:15]1.[CH3:1][C:2]([CH3:3])=[O:4].[S:16](=[O:17])(=[O:18])([OH:19])[OH:20]>>[OH:4][CH:6]([CH2:5][OH:15])[CH2:7][CH2:8][CH2:9][CH2:10][CH2:11][CH2:12][CH2:13][CH3:14].